From a dataset of the Open Reaction Database (ORD), a public repository of structured organic reaction records. describe an organic reaction: reactants, conditions, products, and yield Starting materials: [OH-].[Na+] (NaOH), O1CCOC12CCC(CC2)/C=C(/C(=O)OCC)\C2=CC=1N(C3=CC=CC=C3S(C1C=C2)(=O)=O)C(=O)OC(C)(C)C (tert-butyl 2-[(E)-2-(1,4-dioxa-spiro[4.5]dec-8-yl)-1-ethoxycarbonylvinyl]-5,5-dioxo-5H-phenothiazine-10-carboxylate), Cl (hydrochloric acid). The solvent is CC(=O)C (acetone), CO (methanol). Conditions: time 30 minute. Product: O=S1(C=2C=CC(=CC2NC2=CC=CC=C12)/C(/C(=O)O)=C\C1CCC(CC1)=O)=O ((E)-2-(5,5-dioxo-5,10-dihydrophenothiazin-2-yl)-3-(4-oxocyclohexyl)acrylic acid). As a reaction SMILES: O1[C:5]2([CH2:10][CH2:9][CH:8](/[CH:11]=[C:12](\[C:18]3[CH:31]=[CH:30][C:29]4[S:28](=[O:33])(=[O:32])[C:27]5[C:22](=[CH:23][CH:24]=[CH:25][CH:26]=5)[N:21](C(OC(C)(C)C)=O)[C:20]=4[CH:19]=3)/[C:13]([O:15]CC)=[O:14])[CH2:7][CH2:6]2)[O:4]CC1.[OH-].[Na+].Cl>CO.CC(C)=O>[O:33]=[S:28]1(=[O:32])[C:27]2[C:22](=[CH:23][CH:24]=[CH:25][CH:26]=2)[NH:21][C:20]2[CH:19]=[C:18](/[C:12](=[CH:11]\[CH:8]3[CH2:9][CH2:10][C:5](=[O:4])[CH2:6][CH2:7]3)/[C:13]([OH:15])=[O:14])[CH:31]=[CH:30][C:29]1=2 |f:1.2|. Reported procedure: 1.14 g of tert-butyl 2-[(E)-2-(1,4-dioxa-spiro[4.5]dec-8-yl)-1-ethoxycarbonylvinyl]-5,5-dioxo-5H-phenothiazine-10-carboxylate are dissolved in 130 ml of methanol, and 7.0 ml of a 2 M NaOH solution are added. The reaction mixture is heated at the boil under reflux for two hours. Methanol is removed under reduced pressure and the reaction mixture is adjusted to pH 4 by addition of concentrated hydrochloric acid. The precipitated solid is dissolved in 200 ml of ethyl acetate and dried over MgSO4, a... The reactants are COC=1C(=NC=CC1)CSCCN (2-(3-methoxy-2-pyridylmethylthio)-ethylamine), CSC(SC)=NC#N (dimethyl-N-cyanodithioimidocarbonate). Solvent: C(C)O (ethanol), C(C)O (ethanol). Run at time 8 hour. Yields the product C(C)O.CCOCC.C(#N)NC(SC)=NCCSCC1=NC=CC=C1OC (ethanol ether N-cyano-N'-[2-(3-methoxy-2-pyridylmethylthio)ethyl]-S-methylisothiourea). Isolated yield 149.6%. As a reaction SMILES: [CH3:1][O:2][C:3]1[C:4]([CH2:9][S:10][CH2:11][CH2:12][NH2:13])=[N:5][CH:6]=[CH:7][CH:8]=1.[CH3:14]S[C:16](=[N:19][C:20]#[N:21])[S:17][CH3:18]>C(O)C>[CH2:3]([OH:2])[CH3:8].[CH3:4][CH2:3][O:2][CH2:1][CH3:14].[C:20]([NH:19][C:16](=[N:13][CH2:12][CH2:11][S:10][CH2:9][C:4]1[C:3]([O:2][CH3:1])=[CH:8][CH:7]=[CH:6][N:5]=1)[S:17][CH3:18])#[N:21] |f:3.4.5|. Procedure details: A solution of 2-(3-methoxy-2-pyridylmethylthio)-ethylamine (2.1 g) in ethanol (15 ml) was added over one hour to a stirred solution of dimethyl-N-cyanodithioimidocarbonate (1.5 g) in ethanol (15 ml) and the mixture was allowed to stand overnight, to yield on recrystallisation from ethanol/ether N-cyano-N'-[2-(3-methoxy-2-pyridylmethylthio)ethyl]-S-methylisothiourea (2.2 g), m.p. 120°-103° C. Isolated yield 78.0%. Reaction SMILES: [CH2:1]([N:8]1[C:13](=[O:14])[C:12](=[C:15]2[S:19][CH:18]=[CH:17][S:16]2)[C:11](=[O:20])[CH:10](C(OCC)=O)[CH2:9]1)[C:2]1[CH:7]=[CH:6][CH:5]=[CH:4][CH:3]=1.[OH-].[Na+].Cl>C(O)C>[CH2:1]([N:8]1[CH2:9][CH2:10][C:11](=[O:20])[C:12](=[C:15]2[S:16][CH:17]=[CH:18][S:19]2)[C:13]1=[O:14])[C:2]1[CH:3]=[CH:4][CH:5]=[CH:6][CH:7]=1 |f:1.2|. Product: C(C1=CC=CC=C1)N1C(C(C(CC1)=O)=C1SC=CS1)=O (1-benzyl-3-(1,3-dithiol-2-ylidene)-2,4-dioxopiperidine). Starting materials: [OH-].[Na+] (sodium hydroxide), C(C1=CC=CC=C1)N1CC(C(C(C1=O)=C1SC=CS1)=O)C(=O)OCC (Ethyl 1-benzyl-5-(1,3-dithiol-2-ylidene)-4,6-dioxopiperidine-3-carboxylate), Cl (hydrochloric acid). Procedure details: Ethyl 1-benzyl-5-(1,3-dithiol-2-ylidene)-4,6-dioxopiperidine-3-carboxylate (2.0 g) is dissolved in ethanol (160 ml), and a 10% aqueous sodium hydroxide solution (8.0 ml) is added thereto. The mixture is refluxed for 2 hours. The mixture is cooled, neutralized with 10% hydrochloric acid, and then evaporated under reduced pressure to remove the solvent. The residue is dissolved in ethyl acetate, and the solution is washed with water, dried and then evaporated to remove the solvent. The residue thu... Solvent: C(C)O (ethanol). The reactants are COC=1C=C(C=CC1OC)C1CCNC(O1)=O (6-(3,4-dimethoxyphenyl)-3,4,5,6-tetrahydro-2H-1,3-oxazin-2-one), [H-].[Na+] (sodium hydride), CI (methyl iodide), ice water. Solvent: CN(C=O)C (N,N-dimethylformamide). Product: COC=1C=C(C=CC1OC)C1CCN(C(O1)=O)C (6-(3,4-dimethoxyphenyl)-3-methyl-3,4,5,6-tetrahydro-2H-1,3-oxazin-2-one). As a reaction SMILES: [CH3:1][O:2][C:3]1[CH:4]=[C:5]([CH:11]2[O:16][C:15](=[O:17])[NH:14][CH2:13][CH2:12]2)[CH:6]=[CH:7][C:8]=1[O:9][CH3:10].[H-].[Na+].[CH3:20]I>CN(C)C=O>[CH3:1][O:2][C:3]1[CH:4]=[C:5]([CH:11]2[O:16][C:15](=[O:17])[N:14]([CH3:20])[CH2:13][CH2:12]2)[CH:6]=[CH:7][C:8]=1[O:9][CH3:10] |f:1.2|. Reported procedure: To a solution of the 6-(3,4-dimethoxyphenyl)-3,4,5,6-tetrahydro-2H-1,3-oxazin-2-one (1.20 g, 5.06 mM) produced in Example 1 in dried N,N-dimethylformamide (30 ml) were added sodium hydride (60%) (0.41 g, 10.12 mM) and methyl iodide (1.44 g, 10.12 mM). The solution was then stirred at room temperature for one night. The reaction solution was carefully poured into ice water, then extracted with methylene chloride. The extract was dried over anhydrous sodium sulfate and the solvent was removed in v... The reactants are C(C1=CC=CC=C1)OC=1C=CC(=NC1C(=O)OC)C1=CC=C2CCCN(C2=C1)C(=O)OC(C)(C)C (tert-butyl 7-(5-(benzyloxy)-6-(methoxycarbonyl)pyridin-2-yl)-3,4-dihydroquinoline-1(2H)-carboxylate). Reagents/catalysts: C(C)(=O)O (acetic acid), [Pd] (Pd—C). Run in CCOC(=O)C (EtOAc), CCO (EtOH). Reaction conditions: time 24 hour. The product is OC=1C=CC(=NC1C(=O)OC)C1=CC=C2CCCN(C2=C1)C(=O)OC(C)(C)C (tert-butyl 7-(5-hydroxy-6-(methoxycarbonyl)pyridin-2-yl)-3,4-dihydroquinoline-1(2H)-carboxylate). As a reaction SMILES: C([O:8][C:9]1[CH:10]=[CH:11][C:12]([C:19]2[CH:28]=[C:27]3[C:22]([CH2:23][CH2:24][CH2:25][N:26]3[C:29]([O:31][C:32]([CH3:35])([CH3:34])[CH3:33])=[O:30])=[CH:21][CH:20]=2)=[N:13][C:14]=1[C:15]([O:17][CH3:18])=[O:16])C1C=CC=CC=1>CCOC(C)=O.CCO.C(O)(=O)C.[Pd]>[OH:8][C:9]1[CH:10]=[CH:11][C:12]([C:19]2[CH:28]=[C:27]3[C:22]([CH2:23][CH2:24][CH2:25][N:26]3[C:29]([O:31][C:32]([CH3:35])([CH3:34])[CH3:33])=[O:30])=[CH:21][CH:20]=2)=[N:13][C:14]=1[C:15]([O:17][CH3:18])=[O:16]. Reported procedure: To a solution of tert-butyl 7-(5-(benzyloxy)-6-(methoxycarbonyl)pyridin-2-yl)-3,4-dihydroquinoline-1(2H)-carboxylate (29C) (2.72 g, 5.74 mmol) in EtOAc (80 mL) and EtOH (80 mL) and glacial acetic acid (˜30 drops) was added 10% Pd—C (420 mg). The reaction mixture was stirred under an atmosphere of hydrogen for 24 hrs, filtered through a bed of Celite, and concentrated to provide the desired product tert-butyl 7-(5-hydroxy-6-(methoxycarbonyl)pyridin-2-yl)-3,4-dihydroquinoline-1(2H)-carboxylate (29...